From a dataset of the Open Reaction Database (ORD), a public repository of structured organic reaction records. describe an organic reaction: reactants, conditions, products, and yield Reactants: CC(C)C[C@H]1C(=O)N2CCC[C@H]2[C@]3(N1C(=O)[C@](O3)(C(C)C)NC(=O)[C@H]4CN([C@@H]5CC6=CNC7=CC=CC(=C67)C5=C4)C)O.OP(=O)(O)O (α-ergocryptine phosphate), C[Si](Br)(C)C (trimethylbromosilane). The solvent is ClCCl (dichloromethane). The product is CC(C)C[C@H]1C(=O)N2CCC[C@H]2[C@]3(N1C(=O)[C@](O3)(C(C)C)NC(=O)[C@H]4CN([C@@H]5CC6=C(NC7=CC=CC(=C67)C5=C4)Br)C)O (2-bromo-α-ergocryptine). Reaction SMILES: [CH3:1][CH:2]([CH2:4][C@@H:5]1[N:14]2[C:15]([C@@:17]([NH:22][C:23]([C@@H:25]3[CH:40]=[C:39]4[C@@H:28]([CH2:29][C:30]5[C:38]6[C:33](=[CH:34][CH:35]=[CH:36][C:37]=64)[NH:32][CH:31]=5)[N:27]([CH3:41])[CH2:26]3)=[O:24])([CH:19]([CH3:21])[CH3:20])[O:18][C@@:13]2([OH:42])[C@H:12]2[N:8]([CH2:9][CH2:10][CH2:11]2)[C:6]1=[O:7])=[O:16])[CH3:3].OP(O)(O)=O.C[Si](C)(C)[Br:50]>ClCCl>[CH3:3][CH:2]([CH2:4][C@@H:5]1[N:14]2[C:15]([C@@:17]([NH:22][C:23]([C@@H:25]3[CH:40]=[C:39]4[C@@H:28]([CH2:29][C:30]5[C:38]6[C:33](=[CH:34][CH:35]=[CH:36][C:37]=64)[NH:32][C:31]=5[Br:50])[N:27]([CH3:41])[CH2:26]3)=[O:24])([CH:19]([CH3:20])[CH3:21])[O:18][C@@:13]2([OH:42])[C@H:12]2[N:8]([CH2:9][CH2:10][CH2:11]2)[C:6]1=[O:7])=[O:16])[CH3:1] |f:0.1|. Procedure details: Following the process of Example 30, 1 g of α-ergocryptine phosphate is brominated with 2.0 ml of trimethylbromosilane. After isolating, the title base is obtained in a yield of 0.9 g (0.001359 mole, 91.5%), m.p.: 218° C., [α]D20 =-195° (c=1, dichloromethane). Reactants: C(C)O (ethanol), C(C)C(C(=O)O)=CC1=CC(=CC=C1)[N+](=O)[O-] (2-ethyl-3-(3-nitrophenyl)propenoic acid). Product: C(C)(=O)NC=1C=C(CC(C(=O)O)CC)C=CC1 (2-(3-acetamidobenzyl)butanoic acid). RXN SMILES: [CH2:1]([C:3](=[CH:7][C:8]1[CH:13]=[CH:12][CH:11]=[C:10]([N+:14]([O-])=O)[CH:9]=1)[C:4]([OH:6])=[O:5])[CH3:2].[CH2:17]([OH:19])[CH3:18]>>[C:17]([NH:14][C:10]1[CH:9]=[C:8]([CH:13]=[CH:12][CH:11]=1)[CH2:7][CH:3]([CH2:1][CH3:2])[C:4]([OH:6])=[O:5])(=[O:19])[CH3:18]. Procedure: In a manner similar to Description 13, 2-ethyl-3-(3-nitrophenyl)propenoic acid was reduced and acetylated to give 2-(3-acetamidobenzyl)butanoic acid, m.p. 131°-132° C. (from aqueous ethanol) which was cyclised and the product hydrolysed to afford 5-amino-2-ethylindan-1-one, m.p. 105.5°-108° C. (from acetonitrile). Acetylation of the latter afforded 5-acetamido-2-ethylindan-1-one, m.p. 154°-155° C. (from acetonitrile).